From a dataset of the Open Reaction Database (ORD), a public repository of structured organic reaction records. describe an organic reaction: reactants, conditions, products, and yield The reactants are ClC1=CC(=C(C(=O)N)C(=C1)F)NC1=C2C(NC(=N1)NC1=C(C=C3CCN(C3=C1)C(CN(C)C)=O)OC)=NC=C2 (4-chloro-2-[(2-{[1-(N,N-dimethylglycyl)-5-(methyloxy)-2,3-dihydro-1H-indol-6-yl]amino}-1H-pyrrolo[2,3-d]pyrimidin-4-yl)amino]-6-fluorobenzamide), CN (methyl amine). Run in C1CCOC1 (THF), O1CCCC1 (tetrahydrofuran). Reaction conditions: time 12 hour. Product: ClC1=CC(=C(C(=O)NC)C(=C1)F)NC1=C2C(NC(=N1)NC1=C(C=C3CCN(C3=C1)C(CN(C)C)=O)OC)=NC=C2 (4-chloro-2-[(2-{[1-(N,N-dimethylglycyl)-5-(methyloxy)-2,3-dihydro-1H-indol-6-yl]amino}-1H-pyrrolo[2,3-d]pyrimidin-4-yl)amino]-6-fluoro-N-methylbenzamide). As a reaction SMILES: [Cl:1][C:2]1[CH:10]=[C:9]([F:11])[C:5]([C:6]([NH2:8])=[O:7])=[C:4]([NH:12][C:13]2[N:18]=[C:17]([NH:19][C:20]3[CH:28]=[C:27]4[C:23]([CH2:24][CH2:25][N:26]4[C:29](=[O:34])[CH2:30][N:31]([CH3:33])[CH3:32])=[CH:22][C:21]=3[O:35][CH3:36])[NH:16][C:15]3=[N:37][CH:38]=[CH:39][C:14]=23)[CH:3]=1.[CH3:40]N>O1CCCC1>[Cl:1][C:2]1[CH:10]=[C:9]([F:11])[C:5]([C:6]([NH:8][CH3:40])=[O:7])=[C:4]([NH:12][C:13]2[N:18]=[C:17]([NH:19][C:20]3[CH:28]=[C:27]4[C:23]([CH2:24][CH2:25][N:26]4[C:29](=[O:34])[CH2:30][N:31]([CH3:32])[CH3:33])=[CH:22][C:21]=3[O:35][CH3:36])[NH:16][C:15]3=[N:37][CH:38]=[CH:39][C:14]=23)[CH:3]=1. Reported procedure: The residue obtained from concentration of the filtrates generated from the synthesis of 4-chloro-2-[(2-{[1-(N,N-dimethylglycyl)-5-(methyloxy)-2,3-dihydro-1H-indol-6-yl]amino}-1H-pyrrolo[2,3-d]pyrimidin-4-yl)amino]-6-fluorobenzamide above were dissolved in tetrahydrofuran (10 mL) and 2.0M methyl amine in THF (5 mL) was added. The resulting solution was stirred for 12 hours and then concentrated to a residue under reduced pressure. The solids were dissolved in 1,4-dioxane (8 mL) and added to a mi... Product: COC(=O)CCCCCCCC=O. Reaction SMILES: [CH3:1][O:2][C:3]([CH2:4][CH2:5][CH2:6][CH2:7][CH2:8][CH2:9][CH2:10][CH2:11][OH:12])=[O:13].[Cl:35][CH2:36][Cl:37].[Cr:14]([O:15][Cr:16]([O-:17])(=[O:18])=[O:19])([O-:20])(=[O:21])=[O:22].[nH+:23]1[cH:24][cH:25][cH:26][cH:27][cH:28]1.[nH+:29]1[cH:30][cH:31][cH:32][cH:33][cH:34]1>>[CH3:1][O:2][C:3]([CH2:4][CH2:5][CH2:6][CH2:7][CH2:8][CH2:9][CH2:10][CH:11]=[O:12])=[O:13]. Starting materials: COC(=O)CCCCCCCCO, ClCCl, O=[Cr](=O)([O-])O[Cr](=O)(=O)[O-], c1cc[nH+]cc1, c1cc[nH+]cc1. Starting materials: C(C)(C)(C)OC(=O)N[C@@H](CCCCNC(=O)OCC1=CC=CC=C1)C(=O)N1C2CCC([C@H]1C(=O)OCC1=CC=CC=C1)CC2 ((3S)-2-[(S)-Nα -tert-butoxycarbonyl-Nε -benzyloxycarbonyllysyl]-3-benzyloxycarbonyl-2-azabicyclo[2.2.2]octane), FC(C(=O)O)(F)F (trifluoroacetic acid). Run in C(Cl)Cl (methylene chloride). The product is C(C1=CC=CC=C1)OC(=O)NCCCC[C@H](N)C(=O)N1C2CCC([C@H]1C(=O)OCC1=CC=CC=C1)CC2 ((3S)-2-[(S)-Nε -benzyloxycarbonyllysyl]-3-benzyloxycarbonyl-2-azabicyclo[2.2.2]octane). As a reaction SMILES: FC(F)(F)C(O)=O.C(OC([NH:15][C@H:16]([C:32]([N:34]1[C@H:39]([C:40]([O:42][CH2:43][C:44]2[CH:49]=[CH:48][CH:47]=[CH:46][CH:45]=2)=[O:41])[CH:38]2[CH2:50][CH2:51][CH:35]1[CH2:36][CH2:37]2)=[O:33])[CH2:17][CH2:18][CH2:19][CH2:20][NH:21][C:22]([O:24][CH2:25][C:26]1[CH:31]=[CH:30][CH:29]=[CH:28][CH:27]=1)=[O:23])=O)(C)(C)C>C(Cl)Cl>[CH2:25]([O:24][C:22]([NH:21][CH2:20][CH2:19][CH2:18][CH2:17][C@@H:16]([C:32]([N:34]1[C@H:39]([C:40]([O:42][CH2:43][C:44]2[CH:49]=[CH:48][CH:47]=[CH:46][CH:45]=2)=[O:41])[CH:38]2[CH2:50][CH2:51][CH:35]1[CH2:36][CH2:37]2)=[O:33])[NH2:15])=[O:23])[C:26]1[CH:31]=[CH:30][CH:29]=[CH:28][CH:27]=1. Procedure: Using the method of deprotection with trifluoroacetic acid in anhydrous methylene chloride, described by B. GUTTE and K. B. MERRIFIELD (J. Am. Chem. Soc. 1969, 91, 501), a quantitative yield of (3S)-2-[(S)-Nε -benzyloxycarbonyllysyl]-3-benzyloxycarbonyl-2-azabicyclo[2.2.2]octane is obtained from the (3S)-2-[(S)-Nα -tert-butoxycarbonyl-Nε -benzyloxycarbonyllysyl]-3-benzyloxycarbonyl-2-azabicyclo[2.2.2]octane prepared in the preceding stage. Reactants: CC(C)N, CCO, Cc1cc(=O)c2ccc(OCC3CO3)cc2o1. The product is Cc1cc(=O)c2ccc(OCC(O)CNC(C)C)cc2o1. RXN SMILES: [CH3:18][CH:19]([CH3:20])[NH2:21].[CH3:22][CH2:23][OH:24].[O:1]1[CH2:2][CH:3]1[CH2:4][O:5][c:6]1[cH:7][c:8]2[c:9]([c:10](=[O:15])[cH:11][c:12]([CH3:14])[o:13]2)[cH:16][cH:17]1>>[OH:1][CH:3]([CH2:2][NH:21][CH:19]([CH3:18])[CH3:20])[CH2:4][O:5][c:6]1[cH:7][c:8]2[c:9]([c:10](=[O:15])[cH:11][c:12]([CH3:14])[o:13]2)[cH:16][cH:17]1. The reactants are NC=1C=CC2=C(N=C(S2)C)C1 (5-amino-2-methylbenzothiazole), ClN1C(CCC1=O)=O (N-chlorosuccinimide). Solvent: C(C)(C)O (isopropanol). Reaction conditions: temperature 60 celsius, time 15 minute. The product is ClC1=C(C=CC2=C1N=C(S2)C)N (4-Chloro-2-methylbenzothiazol-5-ylamine), solid. Isolated yield 51.0%. Reaction SMILES: [NH2:1][C:2]1[CH:3]=[CH:4][C:5]2[S:9][C:8]([CH3:10])=[N:7][C:6]=2[CH:11]=1.[Cl:12]N1C(=O)CCC1=O>C(O)(C)C>[Cl:12][C:11]1[C:6]2[N:7]=[C:8]([CH3:10])[S:9][C:5]=2[CH:4]=[CH:3][C:2]=1[NH2:1]. Procedure: To a solution of 5-amino-2-methylbenzothiazole (818 mg, 4.99 mmol) in isopropanol (12 mL) was added N-chlorosuccinimide (732 mg, 5.48 mmol). The mixture was stirred at 60° C. for 15 min., partitioned between DCM and 5% sodium bicarbonate. The organic phase was washed with brine, dried over sodium sulphate and concentrated in vacuo to give a residue that was purified with flash chromatography (EtOAc/DCM gradient elution). 4-Chloro-2-methylbenzothiazol-5-ylamine was obtained as off-white crystalli... Starting materials: [Si](C)(C)(C(C)(C)C)OC1C=C(C(C1)(O)C)CC ((1RS,4RS)-3-ethyl-4-methyl-4-hydroxy-2-cyclopenten-1-yl (t-butyldimethylsilyl) ether), C(C)(C)N(C(C)C)CC (N,N-diisopropylethylamine), COCCl (chloromethyl methyl ether), aqueous solution, C(CC(O)(C(=O)O)CC(=O)O)(=O)O (citric acid). The solvent is C(Cl)(Cl)Cl (chloroform). Yields the product [Si](C)(C)(C(C)(C)C)OC1C=C(C(C1)(OCOC)C)CC ((1RS,4RS)-3-ethyl-4-methyl-4-methoxymethoxy-2-cyclopenten-1-yl (t-butyldimethylsilyl) ether). Isolated yield 95.0%. As a reaction SMILES: [Si:1]([O:8][CH:9]1[CH2:13][C:12]([CH3:15])([OH:14])[C:11]([CH2:16][CH3:17])=[CH:10]1)([C:4]([CH3:7])([CH3:6])[CH3:5])([CH3:3])[CH3:2].C(N(CC)C(C)C)(C)C.[CH3:27][O:28][CH2:29]Cl.C(O)(=O)CC(CC(O)=O)(C(O)=O)O>C(Cl)(Cl)Cl>[Si:1]([O:8][CH:9]1[CH2:13][C:12]([CH3:15])([O:14][CH2:27][O:28][CH3:29])[C:11]([CH2:16][CH3:17])=[CH:10]1)([C:4]([CH3:7])([CH3:6])[CH3:5])([CH3:2])[CH3:3]. Procedure: To a solution mixture of 2.1 g of (1RS,4RS)-3-ethyl-4-methyl-4-hydroxy-2-cyclopenten-1-yl (t-butyldimethylsilyl) ether, 2.7 g of N,N-diisopropylethylamine and 30 ml of chloroform was added under ice-cooling 1.24 ml of chloromethyl methyl ether, and the resulting mixture was allowed to react at room temperature for 8 hours. Then the reaction liquid was poured into ice-cooled 5% aqueous solution of citric acid and extracted two times with diethyl ether. The combined ether layer was washed successi...